From a dataset of the Open Reaction Database (ORD), a public repository of structured organic reaction records. describe an organic reaction: reactants, conditions, products, and yield The reactants are C(C)(C)(C)OC(N(C1=CC=C(C=C1)OCC)C1=C(C(=NC=2N1N=CC2)Cl)CCO)=O (tert-butyl[5-chloro-6-(2-hydroxyethyl)pyrazolo[1,5-a]pyrimidin-7-yl](4-ethoxyphenyl)carbamate), N[C@@H]1CN(CCC1)C(=O)OC(C)(C)C ((S)-3-amino-1-tert-butoxycarbonylpiperidine), Cl (hydrochloric acid). Reaction conditions: temperature 90 celsius, time 16 hour. Product: C(C)(C)(C)OC(=O)N(C1=C(C(=NC=2N1N=CC2)N[C@@H]2CN(CCC2)C(=O)OC(C)(C)C)CCO)C2=CC=C(C=C2)OCC (tert-butyl (S)-3-[7-[tert-butoxycarbonyl-(4-ethoxyphenyl)amino]-6-(2-hydroxyethyl)pyrazolo[1,5-a]pyrimidin-5-ylamino]piperidine-1-carboxylate). RXN SMILES: [C:1]([O:5][C:6](=[O:30])[N:7]([C:17]1[N:22]2[N:23]=[CH:24][CH:25]=[C:21]2[N:20]=[C:19](Cl)[C:18]=1[CH2:27][CH2:28][OH:29])[C:8]1[CH:13]=[CH:12][C:11]([O:14][CH2:15][CH3:16])=[CH:10][CH:9]=1)([CH3:4])([CH3:3])[CH3:2].[NH2:31][C@H:32]1[CH2:37][CH2:36][CH2:35][N:34]([C:38]([O:40][C:41]([CH3:44])([CH3:43])[CH3:42])=[O:39])[CH2:33]1.Cl>>[C:1]([O:5][C:6]([N:7]([C:8]1[CH:13]=[CH:12][C:11]([O:14][CH2:15][CH3:16])=[CH:10][CH:9]=1)[C:17]1[N:22]2[N:23]=[CH:24][CH:25]=[C:21]2[N:20]=[C:19]([NH:31][C@H:32]2[CH2:37][CH2:36][CH2:35][N:34]([C:38]([O:40][C:41]([CH3:44])([CH3:43])[CH3:42])=[O:39])[CH2:33]2)[C:18]=1[CH2:27][CH2:28][OH:29])=[O:30])([CH3:4])([CH3:3])[CH3:2]. Reported procedure: A mixture of tert-butyl[5-chloro-6-(2-hydroxyethyl)pyrazolo[1,5-a]pyrimidin-7-yl](4-ethoxyphenyl)carbamate (300 mg) and (S)-3-amino-1-tert-butoxycarbonylpiperidine (900 mg) was stirred at 90° C. for 16 hr. To the reaction solution, 1 mol/L hydrochloric acid was added, and the mixture was extracted with ethyl acetate. The ethyl acetate layer was washed with aqueous sodium hydrogen carbonate and then brine and dried over sodium sulfate. After the sodium sulfate was filtered off, the solvent was di... Starting materials: CCO, [O-][n+]1c(-c2ccncc2)[nH]c2cc(-c3c(-c4ccc(F)cc4)nc4occn34)ccc21, O=N[O-], [Na+], [Na+], O=C([O-])O, O, O, O, Cl[Sn]Cl. Product: Fc1ccc(-c2nc3occn3c2-c2ccc3nc(-c4ccncc4)[nH]c3c2)cc1. Reaction SMILES: [CH3:47][CH2:48][OH:49].[F:1][c:2]1[cH:3][cH:4][c:5](-[c:8]2[n:9][c:10]3[o:11][cH:12][cH:13][n:14]3[c:15]2-[c:16]2[cH:17][cH:18][c:19]3[c:20]([nH:21][c:22](-[c:25]4[cH:26][cH:27][n:28][cH:29][cH:30]4)[n+:23]3[O-:24])[cH:31]2)[cH:6][cH:7]1.[N:42]([O-:43])=[O:44].[Na+:41].[Na+:45].[O-:37][C:38]([OH:39])=[O:40].[OH2:32].[OH2:33].[OH2:46].[Sn:34]([Cl:35])[Cl:36]>>[F:1][c:2]1[cH:3][cH:4][c:5](-[c:8]2[n:9][c:10]3[o:11][cH:12][cH:13][n:14]3[c:15]2-[c:16]2[cH:17][cH:18][c:19]3[c:20]([nH:21][c:22](-[c:25]4[cH:26][cH:27][n:28][cH:29][cH:30]4)[n:23]3)[cH:31]2)[cH:6][cH:7]1. Reactants: CC=CCOC(C)C1=CC(C)(C)N(C(=O)OC(C)(C)C)c2ccc(-c3ccccc3OC)cc21, ClCCl, O=C(O)C(F)(F)F. Product: CC=CCOC(C)C1=CC(C)(C)Nc2ccc(-c3ccccc3OC)cc21. As a reaction SMILES: [C:1]([O:2][C:3](=[O:4])[N:8]1[C:9]([CH3:33])([CH3:34])[CH:10]=[C:11]([CH:26]([CH3:27])[O:28][CH2:29][CH:30]=[CH:31][CH3:32])[c:12]2[cH:13][c:14](-[c:18]3[c:19]([O:24][CH3:25])[cH:20][cH:21][cH:22][cH:23]3)[cH:15][cH:16][c:17]21)([CH3:5])([CH3:6])[CH3:7].[CH2:42]([Cl:43])[Cl:44].[OH:35][C:36]([C:37]([F:38])([F:39])[F:40])=[O:41]>>[NH:8]1[C:9]([CH3:33])([CH3:34])[CH:10]=[C:11]([CH:26]([CH3:27])[O:28][CH2:29][CH:30]=[CH:31][CH3:32])[c:12]2[cH:13][c:14](-[c:18]3[c:19]([O:24][CH3:25])[cH:20][cH:21][cH:22][cH:23]3)[cH:15][cH:16][c:17]21. Starting materials: O[C@@H](CC#N)CO ((3S)-3,4-Dihydroxybutyronitrile), S(=O)(=O)(C1=CC=C(C)C=C1)Cl (tosyl chloride), Cl (hydrochloric acid). Run in N1=CC=CC=C1 (pyridine). Product: O[C@@H](CC#N)COS(=O)(=O)C1=CC=C(C=C1)C ((3S)-3-hydroxy-4-p-toluenesulfonyloxybutyronitrile). Isolated yield 79.8%. As a reaction SMILES: [OH:1][C@H:2]([CH2:6][OH:7])[CH2:3][C:4]#[N:5].[S:8](Cl)([C:11]1[CH:17]=[CH:16][C:14]([CH3:15])=[CH:13][CH:12]=1)(=[O:10])=[O:9].Cl>N1C=CC=CC=1>[OH:1][C@H:2]([CH2:6][O:7][S:8]([C:11]1[CH:17]=[CH:16][C:14]([CH3:15])=[CH:13][CH:12]=1)(=[O:10])=[O:9])[CH2:3][C:4]#[N:5]. Procedure details: (3S)-3,4-Dihydroxybutyronitrile (43.1 g, 426 mmol), pyridine (240 ml) and tosyl chloride (119.5 g) were mixed at 0° C. for 4 hours. The mixture was poured in ice-cooled 1N hydrochloric acid and stirred, followed by extraction with ethyl acetate. After the organic layer was dried over anhydrous sodium sulfate, the solvent was evaporated off with an evaporator. The residue was purified with silica gel column chromatography (hexane:ethyl acetate=2:1) to obtain (3S)-3-hydroxy-4-p-toluenesulfonyloxyb... The reactants are O=C1CCC(=O)N1I, O=C(Cc1ccccc1)NCC(O)CNc1cc(-c2ccccc2)nc2ccccc12. Product: OC(CNCCc1ccccc1)CNc1cc(-c2ccccc2)nc2ccccc12. Reaction SMILES: [O:1]=[C:2]1[N:3]([I:4])[C:5](=[O:6])[CH2:7][CH2:8]1.[OH:9][CH:10]([CH2:11][NH:12][C:13]([CH2:14][c:15]1[cH:16][cH:17][cH:18][cH:19][cH:20]1)=[O:21])[CH2:22][NH:23][c:24]1[cH:25][c:26](-[c:34]2[cH:35][cH:36][cH:37][cH:38][cH:39]2)[n:27][c:28]2[cH:29][cH:30][cH:31][cH:32][c:33]12>>[OH:9][CH:10]([CH2:11][NH:12][CH2:13][CH2:14][c:15]1[cH:16][cH:17][cH:18][cH:19][cH:20]1)[CH2:22][NH:23][c:24]1[cH:25][c:26](-[c:34]2[cH:35][cH:36][cH:37][cH:38][cH:39]2)[n:27][c:28]2[cH:29][cH:30][cH:31][cH:32][c:33]12. Reactants: C(C1=CC=CC=C1)OC(=O)[C@@H]1N(CCC1)C(CCCCCCCC(=O)N1[C@H](CCC1)C(=O)OCC1=CC=CC=C1)=O ((R)-1-[9-[(R)-2-benzyloxycarbonyl-pyrrolidin-1-yl]-9-oxo-nonanoyl]-pyrrolidine-2-carboxylic acid benzyl ester). The reagents and catalysts are [Pd] (Pd on carbon). The solvent is C(C)O (ethanol). The product is C(=O)(O)[C@@H]1N(CCC1)C(CCCCCCCC(=O)N1[C@H](CCC1)C(=O)O)=O ((R)-1-[9-[(R)-2-carboxy-pyrrolidin-1-yl]-9-oxo-nonanoyl]pyrrolidine-2-carboxylic acid). Isolated yield 87.2%. RXN SMILES: C([O:8][C:9]([C@H:11]1[CH2:15][CH2:14][CH2:13][N:12]1[C:16](=[O:41])[CH2:17][CH2:18][CH2:19][CH2:20][CH2:21][CH2:22][CH2:23][C:24]([N:26]1[CH2:30][CH2:29][CH2:28][C@@H:27]1[C:31]([O:33]CC1C=CC=CC=1)=[O:32])=[O:25])=[O:10])C1C=CC=CC=1>C(O)C.[Pd]>[C:31]([C@H:27]1[CH2:28][CH2:29][CH2:30][N:26]1[C:24](=[O:25])[CH2:23][CH2:22][CH2:21][CH2:20][CH2:19][CH2:18][CH2:17][C:16]([N:12]1[CH2:13][CH2:14][CH2:15][C@@H:11]1[C:9]([OH:10])=[O:8])=[O:41])([OH:33])=[O:32]. Procedure: 100 mg (0.18 mmol) (R)-1-[9-[(R)-2-benzyloxycarbonyl-pyrrolidin-1-yl]-9-oxo-nonanoyl]-pyrrolidine-2-carboxylic acid benzyl ester in 20 ml ethanol were hydrogenated in the presence of 20 mg 5% Pd on carbon for two hours at room temperature. Filtration and evaporation gave 60 mg (R)-1-[9-[(R)-2-carboxy-pyrrolidin-1-yl]-9-oxo-nonanoyl]pyrrolidine-2-carboxylic acid, as a colorless oil.